This data is from the Open Reaction Database (ORD), a public repository of structured organic reaction records. The task is: describe an organic reaction: reactants, conditions, products, and yield Starting materials: B(Br)(Br)Br (boron tribromide), COC1=CC=C2N=CC(=NC2=C1)OCCN1CCC(CC1)NC(=O)C=1C=CC2=C(NC(CS2)=O)C1 (3-oxo-3,4-dihydro-2H-benzo[1,4]thiazine-6-carboxylic acid {1-[2-(7-methoxy-quinoxalin-2-yloxy)-ethyl]-piperidin-4-yl}-amide), CO (methanol). Solvent: ClCCl (dichloromethane), ClCCl (dichloromethane). Run at temperature 0 celsius, time 30 minute. Product: OC1=CC=C2N=CC(=NC2=C1)OCCN1CCC(CC1)NC(=O)C=1C=CC2=C(NC(CS2)=O)C1 (3-oxo-3,4-dihydro-2H-benzo[1,4]thiazine-6-carboxylic acid {1-[2-(7-hydroxy-quinoxalin-2-yloxy)-ethyl]-piperidin-4-yl}-amide). Reaction SMILES: B(Br)(Br)Br.C[O:6][C:7]1[CH:16]=[C:15]2[C:10]([N:11]=[CH:12][C:13]([O:17][CH2:18][CH2:19][N:20]3[CH2:25][CH2:24][CH:23]([NH:26][C:27]([C:29]4[CH:30]=[CH:31][C:32]5[S:37][CH2:36][C:35](=[O:38])[NH:34][C:33]=5[CH:39]=4)=[O:28])[CH2:22][CH2:21]3)=[N:14]2)=[CH:9][CH:8]=1.CO>ClCCl>[OH:6][C:7]1[CH:16]=[C:15]2[C:10]([N:11]=[CH:12][C:13]([O:17][CH2:18][CH2:19][N:20]3[CH2:25][CH2:24][CH:23]([NH:26][C:27]([C:29]4[CH:30]=[CH:31][C:32]5[S:37][CH2:36][C:35](=[O:38])[NH:34][C:33]=5[CH:39]=4)=[O:28])[CH2:22][CH2:21]3)=[N:14]2)=[CH:9][CH:8]=1. Procedure details: A solution of 1M boron tribromide in dichloromethane (2.93 mL, 2.93 mmol, 8.0 eq) is added at 0° C. to a stirred solution of 3-oxo-3,4-dihydro-2H-benzo[1,4]thiazine-6-carboxylic acid {1-[2-(7-methoxy-quinoxalin-2-yloxy)-ethyl]-piperidin-4-yl}-amide (190 mg, 0.37 mmol, 1.0 eq) in dichloromethane (2.5 mL). The reaction mixture is stirred at 0° C. for 30 minutes and then at 40° C. for 24 hours. The reaction mixture is cooled down to 0° C. before the addition of methanol (1 mL). Solvents are evapora... Reactants: solution, C[Si](C)(C)C=[N+]=[N-] (trimethylsilyl-diazomethane), C[Al](C)C (trimethylaluminium), ClC1=C(N)C=CC=C1 (2-chloroaniline), aluminium salts, BrC1=C(C(=NC(=C1)Br)C1=C(C=CC=C1)Cl)CCC(=O)O (3-[4,6-Dibromo-2-(2-chlorophenyl)-3-pyridyl]propionic acid), Cl (hydrochloric acid). Run in O (Water), hexanes, C1(=CC=CC=C1)C (toluene), ClCCl (dichloromethane), C1(=CC=CC=C1)C (toluene), CO (methanol). Conditions: time 0.5 hour. The product is ClC1=C(C=CC=C1)NC(CCC=1C(=NC(=CC1Br)Br)C1=C(C=CC=C1)Cl)=O (N-(2-Chlorophenyl)-3-[4,6-dibromo-2-(2-chlorophenyl)-3-pyridinyl]propanamide). Isolated yield 69.0%. RXN SMILES: [Br:1][C:2]1[CH:7]=[C:6]([Br:8])[N:5]=[C:4]([C:9]2[CH:14]=[CH:13][CH:12]=[CH:11][C:10]=2[Cl:15])[C:3]=1[CH2:16][CH2:17][C:18]([OH:20])=O.C[Si](C=[N+]=[N-])(C)C.C[Al](C)C.[Cl:32][C:33]1[CH:39]=[CH:38][CH:37]=[CH:36][C:34]=1[NH2:35].Cl>C1(C)C=CC=CC=1.CO.ClCCl.O>[Cl:32][C:33]1[CH:39]=[CH:38][CH:37]=[CH:36][C:34]=1[NH:35][C:18](=[O:20])[CH2:17][CH2:16][C:3]1[C:4]([C:9]2[CH:14]=[CH:13][CH:12]=[CH:11][C:10]=2[Cl:15])=[N:5][C:6]([Br:8])=[CH:7][C:2]=1[Br:1]. Reported procedure: 3-[4,6-Dibromo-2-(2-chlorophenyl)-3-pyridyl]propionic acid (1.09 g, 2.603 mmol) was dissolved in toluene (25 ml)-methanol (5 ml), and a 2M solution of trimethylsilyl-diazomethane in hexanes added (5 ml), and the solution allowed to stand for about 0.5 hours. The solution was evaporated in vacuo, and the resulting oil re-dissolved in dichloromethane (25 ml). This solution was added slowly at 22° to a trimethylaluminium-2-chloroaniline complex [prepared by adding 2M trimethylaluminium in toluene (... Reactants: CCO, CCOC(=O)c1cnn(Cc2nc(-c3cccc(C(F)(F)F)c3F)sc2C)c1, [Na+], C1CCOC1, [OH-], O. Yields the product Cc1sc(-c2cccc(C(F)(F)F)c2F)nc1Cn1cc(C(=O)O)cn1. As a reaction SMILES: [CH2:37]([OH:38])[CH3:39].[F:1][c:2]1[c:3](-[c:12]2[s:13][c:14]([CH3:28])[c:15]([CH2:17][n:18]3[n:19][cH:20][c:21]([C:23](=[O:24])[O:25][CH2:26][CH3:27])[cH:22]3)[n:16]2)[cH:4][cH:5][cH:6][c:7]1[C:8]([F:9])([F:10])[F:11].[Na+:30].[O:32]1[CH2:33][CH2:34][CH2:35][CH2:36]1.[OH-:29].[OH2:31]>>[F:1][c:2]1[c:3](-[c:12]2[s:13][c:14]([CH3:28])[c:15]([CH2:17][n:18]3[n:19][cH:20][c:21]([C:23](=[O:24])[OH:25])[cH:22]3)[n:16]2)[cH:4][cH:5][cH:6][c:7]1[C:8]([F:9])([F:10])[F:11]. Reactants: C(Cl)Cl (DCM), FC=1C=C2[C@H]3CCCN3C=3C=CN4N=CC(CNCCOC2=CC1)=C4N3 ((6R)-9-fluoro-13-oxa-2,16,20,21,24-pentaazapentacyclo[16.5.2.02,6.07,12.021,25]-pentacosa-1(24),7,9,11,18(25),19,22-heptaene), CCN(C(C)C)C(C)C (DIEA), CS(=O)(=O)Cl (methanesulfonyl chloride). Run in CO (MeOH). Product: FC=1C=C2[C@H]3CCCN3C=3C=CN4N=CC(CN(CCOC2=CC1)S(=O)(=O)C)=C4N3 ((6R)-9-fluoro-16-methanesulfonyl-13-oxa-2,16,20,21,24-pentaazapentacyclo[16.5.2.02,6.07,12.021,25]-pentacosa-1(24),7,9,11,18(25),19,22-heptaene). Isolated yield 51.0%. Reaction SMILES: C(Cl)Cl.[F:4][C:5]1[CH:6]=[C:7]2[C:25](=[CH:26][CH:27]=1)[O:24][CH2:23][CH2:22][NH:21][CH2:20][C:19]1=[C:28]3[N:29]=[C:13]([CH:14]=[CH:15][N:16]3[N:17]=[CH:18]1)[N:12]1[C@@H:8]2[CH2:9][CH2:10][CH2:11]1.CCN(C(C)C)C(C)C.[CH3:39][S:40](Cl)(=[O:42])=[O:41]>CO>[F:4][C:5]1[CH:6]=[C:7]2[C:25](=[CH:26][CH:27]=1)[O:24][CH2:23][CH2:22][N:21]([S:40]([CH3:39])(=[O:42])=[O:41])[CH2:20][C:19]1=[C:28]3[N:29]=[C:13]([CH:14]=[CH:15][N:16]3[N:17]=[CH:18]1)[N:12]1[C@@H:8]2[CH2:9][CH2:10][CH2:11]1. Reported procedure: To a DCM (0.5 mL) solution of (6R)-9-fluoro-13-oxa-2,16,20,21,24-pentaazapentacyclo-[16.5.2.02,6.07,12.021,25]pentacosa-1(24),7,9,11,18(25),19,22-heptaene (Example 21, 5 mg, 0.0141 mmol) was added DIEA (2.46 μL, 0.0141 mmol), followed by methanesulfonyl chloride (1.10 μL, 0.0141 mmol). The reaction was stirred at ambient temperature for 1 hour before MeOH (0.1 mL) was added. The reaction was concentrated and purified by reverse-phase column chromatography eluting with 0-80% acetonitrile/H2O to p... Reactants: FC1=CC=C(C=C1)NC(C)C=1C=NC=CC1 (3-[1-(4-fluorophenylamino)ethyl]pyridine), CS(=O)(=O)Cl (methanesulfonyl chloride), C([O-])([O-])=O.[K+].[K+] (potassium carbonate), CS(=O)(=O)Cl (methanesulfonyl chloride). Run in ClCCl (dichloromethane). Run at time 2 day. Product: FC1=CC=C(C=C1)N(S(=O)(=O)C)C(C)C=1C=NC=CC1 (N-(4-fluorophenyl)-N-[1-(pyridin-3-yl)ethyl]methanesulfonamide). RXN SMILES: [F:1][C:2]1[CH:7]=[CH:6][C:5]([NH:8][CH:9]([C:11]2[CH:12]=[N:13][CH:14]=[CH:15][CH:16]=2)[CH3:10])=[CH:4][CH:3]=1.C(=O)([O-])[O-].[K+].[K+].[CH3:23][S:24](Cl)(=[O:26])=[O:25]>ClCCl>[F:1][C:2]1[CH:7]=[CH:6][C:5]([N:8]([CH:9]([C:11]2[CH:12]=[N:13][CH:14]=[CH:15][CH:16]=2)[CH3:10])[S:24]([CH3:23])(=[O:26])=[O:25])=[CH:4][CH:3]=1 |f:1.2.3|. Procedure details: A 10.8 g. portion of 3-[1-(4-fluorophenylamino)ethyl]pyridine was dissolved in 50 ml. of dichloromethane and 10.4 g. of potassium carbonate was added, followed by 5.9 ml. of methanesulfonyl chloride. The mixture was stirred for two days at ambient temperature, 1.8 ml. more methanesulfonyl chloride was added, and the mixture was then stirred under gentle reflux for four days. It was then cooled, extracted twice with water, dried and concentrated to an oil. The oil was dissolved in dichloromethane... Starting materials: B, CO, CCn1nc(Nc2nc3c(cc(C(=O)N(C4CC4)C4CC4)n3CC)c3c2ncn3C)cc1C=O, [Na]. The product is CCn1nc(Nc2nc3c(cc(C(=O)N(C4CC4)C4CC4)n3CC)c3c2ncn3C)cc1CO. Reaction SMILES: [BH3:1].[CH3:37][OH:38].[CH:3]1([N:6]([C:7](=[O:8])[c:9]2[cH:10][c:11]3[c:12]([n:13][c:14]([NH:21][c:22]4[n:23][n:24]([CH2:29][CH3:30])[c:25]([CH:27]=[O:28])[cH:26]4)[c:15]4[c:16]3[n:17]([CH3:20])[cH:18][n:19]4)[n:31]2[CH2:32][CH3:33])[CH:34]2[CH2:35][CH2:36]2)[CH2:4][CH2:5]1.[Na:2]>>[CH:3]1([N:6]([C:7](=[O:8])[c:9]2[cH:10][c:11]3[c:12]([n:13][c:14]([NH:21][c:22]4[n:23][n:24]([CH2:29][CH3:30])[c:25]([CH2:27][OH:28])[cH:26]4)[c:15]4[c:16]3[n:17]([CH3:20])[cH:18][n:19]4)[n:31]2[CH2:32][CH3:33])[CH:34]2[CH2:35][CH2:36]2)[CH2:4][CH2:5]1. The reactants are S=C(c1ncc[nH]1)c1ncc[nH]1, CN(C)C=O, Nc1ccc(N2CCN(CC3CC3)CC2)cc1. Product: S=C=Nc1ccc(N2CCN(CC3CC3)CC2)cc1. As a reaction SMILES: [C:18](=[S:19])([c:20]1[nH:21][cH:22][cH:23][n:24]1)[c:25]1[nH:26][cH:27][cH:28][n:29]1.[CH3:30][N:31]([CH3:32])[CH:33]=[O:34].[CH:1]1([CH2:4][N:5]2[CH2:6][CH2:7][N:8]([c:11]3[cH:12][cH:13][c:14]([NH2:17])[cH:15][cH:16]3)[CH2:9][CH2:10]2)[CH2:2][CH2:3]1>>[CH:1]1([CH2:4][N:5]2[CH2:6][CH2:7][N:8]([c:11]3[cH:12][cH:13][c:14]([N:17]=[C:18]=[S:19])[cH:15][cH:16]3)[CH2:9][CH2:10]2)[CH2:2][CH2:3]1. The reactants are [Cl-].[NH4+] (ammonium chloride), C1COC2(CCC3=CC(=C(C=C23)SC=2SC=CN2)[N+](=O)[O-])O1 (5-Nitro-6-(2thiazolylthio)-1-indanone ethylene acetal). The reagents and catalysts are [Fe] (Iron). The solvent is C(C)O (ethanol), O (water). Product: NC=1C=C2CCC(C2=CC1SC=1SC=CN1)=O (5-Amino-6-(2-thiazolylthio)-1-indanone). Yield: 69.7%. Reaction SMILES: [Cl-].[NH4+].C1O[C:6]2([C:14]3[C:9](=[CH:10][C:11]([N+:21]([O-])=O)=[C:12]([S:15][C:16]4[S:17][CH:18]=[CH:19][N:20]=4)[CH:13]=3)[CH2:8][CH2:7]2)[O:5]C1>C(O)C.O.[Fe]>[NH2:21][C:11]1[CH:10]=[C:9]2[C:14](=[CH:13][C:12]=1[S:15][C:16]1[S:17][CH:18]=[CH:19][N:20]=1)[C:6](=[O:5])[CH2:7][CH2:8]2 |f:0.1|. Procedure details: Iron powder (265 mg, 4.7 mmol), ammonium chloride (35 mg, 0.65 mmol) and the nitroindane from Step 7 (275 mg, 0.82 mmol) were mixed together in ethanol (5 ml) and water (2.5 mL). The mixture was refluxed for l h and then filtered through celite, washing the cake with EtOAc. The volatile, s were removed in vacuo and the residue was dissolved in EtOAc:CH2Cl2 (3:1), washed with brine and dried over MgSO4. Evaporation of the solvent left a residue that was purified by flash chromatography on silica ...